This data is from the Open Reaction Database (ORD), a public repository of structured organic reaction records. The task is: describe an organic reaction: reactants, conditions, products, and yield Starting materials: BrC=1C=CC2=C(OCCC3=C2SC(=C3)C(=O)N(C)C3=C(C=CC=C3)Cl)C1 (8-bromo-N-(2-chlorophenyl)-N-methyl-4,5-dihydrobenzo[b]thieno[2,3-d]oxepine-2-carboxamide), CC1(OB(OC1(C)C)C=1C=C(C=CC1)CC(=O)OC)C (methyl 2-(3-(4,4,5,5-tetramethyl-1,3,2-dioxaborolan-2-yl)phenyl)acetate), C(C)(=O)[O-].[K+] (potassium acetate). Reagents/catalysts: C1=CC=C(C=C1)P([C-]2C=CC=C2)C3=CC=CC=C3.C1=CC=C(C=C1)P([C-]2C=CC=C2)C3=CC=CC=C3.Cl[Pd]Cl.[Fe+2] (Pd(dppf)Cl2). The solvent is C(C)#N (acetonitrile), CS(=O)C (DMSO). Run at temperature 80 celsius. The product is ClC1=C(C=CC=C1)N(C(=O)C1=CC2=C(C3=C(OCC2)C=C(C=C3)C=3C=C(C=CC3)CC(=O)OC)S1)C (methyl 2-(3-(2-((2-chlorophenyl)(methyl)carbamoyl)-4,5-dihydrobenzo[b]thieno[2,3-d]oxepin-8-yl)phenyl)acetate). As a reaction SMILES: Br[C:2]1[CH:3]=[CH:4][C:5]2[C:11]3[S:12][C:13]([C:15]([N:17]([C:19]4[CH:24]=[CH:23][CH:22]=[CH:21][C:20]=4[Cl:25])[CH3:18])=[O:16])=[CH:14][C:10]=3[CH2:9][CH2:8][O:7][C:6]=2[CH:26]=1.CC1(C)C(C)(C)OB([C:35]2[CH:36]=[C:37]([CH2:41][C:42]([O:44][CH3:45])=[O:43])[CH:38]=[CH:39][CH:40]=2)O1.C([O-])(=O)C.[K+]>C(#N)C.CS(C)=O.C1C=CC(P(C2C=CC=CC=2)[C-]2C=CC=C2)=CC=1.C1C=CC(P(C2C=CC=CC=2)[C-]2C=CC=C2)=CC=1.Cl[Pd]Cl.[Fe+2]>[Cl:25][C:20]1[CH:21]=[CH:22][CH:23]=[CH:24][C:19]=1[N:17]([CH3:18])[C:15]([C:13]1[S:12][C:11]2[C:5]3[CH:4]=[CH:3][C:2]([C:39]4[CH:38]=[C:37]([CH2:41][C:42]([O:44][CH3:45])=[O:43])[CH:36]=[CH:35][CH:40]=4)=[CH:26][C:6]=3[O:7][CH2:8][CH2:9][C:10]=2[CH:14]=1)=[O:16] |f:2.3,6.7.8.9|. Procedure details: Following the procedure of Example 93, 8-bromo-N-(2-chlorophenyl)-N-methyl-4,5-dihydrobenzo[b]thieno[2,3-d]oxepine-2-carboxamide 150, methyl 2-(3-(4,4,5,5-tetramethyl-1,3,2-dioxaborolan-2-yl)phenyl)acetate, potassium acetate, and Pd(dppf)Cl2 in acetonitrile and DMSO were heated at 80° C. overnight to give 200. MS: (ESI+) 518.2 Starting materials: [BH4-], O=Cc1ccc(Br)cc1C(F)(F)F, BrC(Br)(Br)Br, CCOC(C)=O, CO, [Na+], c1ccc(P(c2ccccc2)c2ccccc2)cc1. Yields the product FC(F)(F)c1cc(Br)ccc1CBr. RXN SMILES: [BH4-:14].[Br:1][c:2]1[cH:3][c:4]([C:10]([F:11])([F:12])[F:13])[c:5]([CH:6]=[O:7])[cH:8][cH:9]1.[C:16]([Br:17])([Br:18])([Br:19])[Br:20].[CH3:40][CH2:41][O:42][C:43](=[O:44])[CH3:45].[CH3:46][OH:47].[Na+:15].[c:21]1([P:22]([c:23]2[cH:24][cH:25][cH:26][cH:27][cH:28]2)[c:29]2[cH:30][cH:31][cH:32][cH:33][cH:34]2)[cH:35][cH:36][cH:37][cH:38][cH:39]1>>[Br:1][c:2]1[cH:3][c:4]([C:10]([F:11])([F:12])[F:13])[c:5]([CH2:6][Br:17])[cH:8][cH:9]1. The reactants are ON=Cc1ccc(Br)s1, C1CCOC1, C=CCO. Product: OCC1CC(c2ccc(Br)s2)=NO1. RXN SMILES: [Br:1][c:2]1[cH:3][cH:4][c:5]([CH:7]=[N:8][OH:9])[s:6]1.[O:14]1[CH2:15][CH2:16][CH2:17][CH2:18]1.[OH:10][CH2:11][CH:12]=[CH2:13]>>[Br:1][c:2]1[cH:3][cH:4][c:5]([C:7]2=[N:8][O:9][CH:12]([CH2:11][OH:10])[CH2:13]2)[s:6]1. The product is NC1=CC=C(C=C1)C12C(N(C(C(C1)(C2)CC(C)C)=O)CCC)=O (1-(4-aminophenyl)-5-isobutyl-3-n-propyl-3-azabicyclo[3.1.1]heptane-2,4-dione). The reagents and catalysts are [Pd] (palladium-on-carbon). Reaction SMILES: [CH2:1]([C:5]12[CH2:11][C:9]([C:12]3[CH:17]=[CH:16][C:15]([N+:18]([O-])=O)=[CH:14][CH:13]=3)([CH2:10]1)[C:8](=[O:21])[N:7]([CH2:22][CH2:23][CH3:24])[C:6]2=[O:25])[CH:2]([CH3:4])[CH3:3].CCCCCC.CCOCC>C(OCC)(=O)C.[Pd]>[NH2:18][C:15]1[CH:14]=[CH:13][C:12]([C:9]23[CH2:11][C:5]([CH2:1][CH:2]([CH3:4])[CH3:3])([CH2:10]2)[C:6](=[O:25])[N:7]([CH2:22][CH2:23][CH3:24])[C:8]3=[O:21])=[CH:17][CH:16]=1 |f:1.2|. Starting materials: C(C(C)C)C12C(N(C(C(C1)(C2)C2=CC=C(C=C2)[N+](=O)[O-])=O)CCC)=O (5-isobutyl-1-(4-nitrophenyl)-3-n-propyl-3-azabicyclo[3.1.1]heptane-2,4-dione), CCCCCC.CCOCC (n-hexane ether). Solvent: C(C)(=O)OCC (ethyl acetate). Procedure details: In a manner analogous to that described in Example 12a, 5.2 g of 5-isobutyl-1-(4-nitrophenyl)-3-n-propyl-3-azabicyclo[3.1.1]heptane-2,4-dione in 100 ml of ethyl acetate are hydrogenated in the presence of 0.5 g of 5% palladium-on-carbon and worked up. Melting point 86.5°-87° (from n-hexane/ether). Starting materials: [H-].[Na+] (sodium hydride), OC1=CC=C2CCC(C2=C1O)CCNC(CC)=O (N-[2-(6,7-dihydroxyindan-1-yl)ethyl] propionamide), Cl (hydrochloric acid), ICI (diiodomethane). Product: O1COC2=C1C=1C(CCC1C=C2)CCNC(CC)=O (N-[2-(7,8-dihydro-6H-indeno[4,5-d]-1,3-dioxol-8-yl)ethyl]propionamide). Reported procedure: Hexamethyl phosphoramide (5 mL) was cooled with ice, to which was gradually added sodium hydride (0.28 g, 7.5 mmol.), content 65%). To this mixture was added dropwise a solution of N-[2-(6,7-dihydroxyindan-1-yl)ethyl] propionamide (0.85 g, 3.41 mmol.) in hexamethyl phosphoramide (5 mL) at room temperature over 6 minutes. At the time when the bubbling of hydrogen gas ceased, diiodomethane (1.1 g, 4.1 mmol.) was added dropwise to the reaction mixture, followed by stirring for two hours at room tem... Isolated yield 31.4%. Solvent: CN(P(=O)(N(C)C)N(C)C)C (hexamethyl phosphoramide), O (water), CN(P(=O)(N(C)C)N(C)C)C (Hexamethyl phosphoramide). As a reaction SMILES: [H-].[Na+].[OH:3][C:4]1[C:12]([OH:13])=[C:11]2[C:7]([CH2:8][CH2:9][CH:10]2[CH2:14][CH2:15][NH:16][C:17](=[O:20])[CH2:18][CH3:19])=[CH:6][CH:5]=1.I[CH2:22]I.Cl>CN(C)P(N(C)C)(N(C)C)=O.O>[O:13]1[C:12]2[C:11]3[CH:10]([CH2:14][CH2:15][NH:16][C:17](=[O:20])[CH2:18][CH3:19])[CH2:9][CH2:8][C:7]=3[CH:6]=[CH:5][C:4]=2[O:3][CH2:22]1 |f:0.1|. Reaction conditions: time 2 hour. Starting materials: O (water), C(=C)Br (vinyl bromide), C1(\C=C/C(=O)O1)=O (maleic anhydride), C(C)(=O)C1=CC=CC=C1 (acetophenone), C(C)(=O)OCC (ethyl acetate), C(C)(=O)OCC (ethyl acetate). Reaction conditions: time 8 hour. Product: BrC1C(C(C1)C(=O)OC)C(=O)OC (Dimethyl 3-bromocyclobutane-1,2-dicarboxylate). The yield is 19.5%. As a reaction SMILES: [C:1]1(=O)[O:6][C:4](=[O:5])[CH:3]=[CH:2]1.C(C1C=CC=CC=1)(=O)C.O.[CH:18]([Br:20])=[CH2:19].[C:21]([O:24][CH2:25]C)(=[O:23])C>>[Br:20][CH:18]1[CH2:2][CH:3]([C:4]([O:6][CH3:1])=[O:5])[CH:19]1[C:21]([O:24][CH3:25])=[O:23]. Reported procedure: A solution of 5 g (51 mmol) of maleic anhydride and 0.5 mL (4 mmol) of acetophenone in 50 mL of ethyl acetate was added to a 100 mL pyrex photochemical reaction vessel. The vessel was sealed and purged with nitrogen for 10 min then cooled with tap water while 13.8 g (129 mmol) of vinyl bromide was being added to the ethyl acetate solution. The vessel was then irradiated for 20 h with a 450 Watt medium pressure mercury vapor lamp. The solution was concentrated in vacuo and the residue dissolved i... Yields the product COc1ccc(CNc2cnc(-c3ccc(OC(F)(F)F)cc3OC)c(OC)n2)cc1. Reactants: COc1ccc(CNc2cnc(Br)c(OC)n2)cc1, O=C([O-])[O-], COc1cc(OC(F)(F)F)ccc1B(O)O, Cc1ccccc1, [K+], [K+], [Na+], [OH-], c1ccc(P(c2ccccc2)(c2ccccc2)[Pd](P(c2ccccc2)(c2ccccc2)c2ccccc2)(P(c2ccccc2)(c2ccccc2)c2ccccc2)P(c2ccccc2)(c2ccccc2)c2ccccc2)cc1. As a reaction SMILES: [Br:7][c:8]1[n:9][cH:10][c:11]([NH:16][CH2:17][c:18]2[cH:19][cH:20][c:21]([O:24][CH3:25])[cH:22][cH:23]2)[n:12][c:13]1[O:14][CH3:15].[C:1](=[O:2])([O-:3])[O-:4].[CH3:26][O:27][c:28]1[c:29]([B:39]([OH:40])[OH:41])[cH:30][cH:31][c:32]([O:34][C:35]([F:36])([F:37])[F:38])[cH:33]1.[CH3:42][c:43]1[cH:44][cH:45][cH:46][cH:47][cH:48]1.[K+:5].[K+:6].[Na+:50].[OH-:49].[cH:51]1[cH:52][cH:53][c:54]([P:55]([Pd:56]([P:57]([c:58]2[cH:59][cH:60][cH:61][cH:62][cH:63]2)([c:64]2[cH:65][cH:66][cH:67][cH:68][cH:69]2)[c:70]2[cH:71][cH:72][cH:73][cH:74][cH:75]2)([P:76]([c:77]2[cH:78][cH:79][cH:80][cH:81][cH:82]2)([c:83]2[cH:84][cH:85][cH:86][cH:87][cH:88]2)[c:89]2[cH:90][cH:91][cH:92][cH:93][cH:94]2)[P:95]([c:96]2[cH:97][cH:98][cH:99][cH:100][cH:101]2)([c:102]2[cH:103][cH:104][cH:105][cH:106][cH:107]2)[c:108]2[cH:109][cH:110][cH:111][cH:112][cH:113]2)([c:114]2[cH:115][cH:116][cH:117][cH:118][cH:119]2)[c:120]2[cH:121][cH:122][cH:123][cH:124][cH:125]2)[cH:126][cH:127]1>>[c:8]1(-[c:29]2[c:28]([O:27][CH3:26])[cH:33][c:32]([O:34][C:35]([F:36])([F:37])[F:38])[cH:31][cH:30]2)[n:9][cH:10][c:11]([NH:16][CH2:17][c:18]2[cH:19][cH:20][c:21]([O:24][CH3:25])[cH:22][cH:23]2)[n:12][c:13]1[O:14][CH3:15].